Dataset: the Open Reaction Database (ORD), a public repository of structured organic reaction records. Task: describe an organic reaction: reactants, conditions, products, and yield The reactants are [BH4-], c1ccc(CCCNC2CCC(c3ccc(OCc4ccccc4)cc3)CC2)cc1, C=O, CO, [Na+]. Reaction SMILES: [BH4-:33].[CH2:1]([c:2]1[cH:3][cH:4][cH:5][cH:6][cH:7]1)[O:8][c:9]1[cH:10][cH:11][c:12]([CH:15]2[CH2:16][CH2:17][CH:18]([NH:21][CH2:22][CH2:23][CH2:24][c:25]3[cH:26][cH:27][cH:28][cH:29][cH:30]3)[CH2:19][CH2:20]2)[cH:13][cH:14]1.[CH2:31]=[O:32].[CH3:35][OH:36].[Na+:34]>>[CH2:1]([c:2]1[cH:3][cH:4][cH:5][cH:6][cH:7]1)[O:8][c:9]1[cH:10][cH:11][c:12]([CH:15]2[CH2:16][CH2:17][CH:18]([N:21]([CH2:22][CH2:23][CH2:24][c:25]3[cH:26][cH:27][cH:28][cH:29][cH:30]3)[CH3:31])[CH2:19][CH2:20]2)[cH:13][cH:14]1. Product: CN(CCCc1ccccc1)C1CCC(c2ccc(OCc3ccccc3)cc2)CC1. RXN SMILES: Cl[C:2]1[N:7]=[C:6]([NH2:8])[N:5]=[C:4]([N:9]([CH3:16])[C:10]2[CH:15]=[CH:14][CH:13]=[CH:12][CH:11]=2)[CH:3]=1.CC(OC([N:24](C(OC(C)(C)C)=O)[C:25]1[C:33]2[C:28](=[CH:29][C:30](B3OC(C)(C)C(C)(C)O3)=[CH:31][CH:32]=2)[N:27](C(OC(C)(C)C)=O)[N:26]=1)=O)(C)C.C([O-])([O-])=O.[K+].[K+].C(Cl)Cl.Cl>CO.O1CCOCC1.C1C=CC(P(C2C=CC=CC=2)[C-]2C=CC=C2)=CC=1.C1C=CC(P(C2C=CC=CC=2)[C-]2C=CC=C2)=CC=1.Cl[Pd]Cl.[Fe+2]>[NH2:24][C:25]1[C:33]2[C:28](=[CH:29][C:30]([C:2]3[N:7]=[C:6]([NH2:8])[N:5]=[C:4]([N:9]([CH3:16])[C:10]4[CH:15]=[CH:14][CH:13]=[CH:12][CH:11]=4)[CH:3]=3)=[CH:31][CH:32]=2)[NH:27][N:26]=1 |f:2.3.4,9.10.11.12|. Solvent: O1CCOCC1 (1,4-dioxane), CO (CH3OH), O1CCOCC1 (dioxane). Procedure: To a 5-mL microwave vial was added 6-chloro-N4-methyl-N4-phenyl-2,4-pyrimidinediamine (61 mg, 0.260 mmol), 1,1-dimethylethyl 3-(bis{[(1,1-dimethylethyl)oxy]carbonyl}amino)-6-(4,4,5,5-tetramethyl-1,3,2-dioxaborolan-2-yl)-1H-indazole-1-carboxylate (218 mg, 0.390 mmol), K2CO3 (0.130 mL, 0.260 mmol), PdCl2(dppf).CH2Cl2 adduct (212 mg, 0.260 mmol) and 1,4-dioxane (3 mL). The vial was capped and stirred for 10 minutes at 150° C. in a microwave reactor. The reaction mixture was concentrated in vacuo, a... Conditions: temperature 150 celsius, time 10 minute. Starting materials: C(Cl)Cl (CH2Cl2), ClC1=CC(=NC(=N1)N)N(C1=CC=CC=C1)C (6-chloro-N4-methyl-N4-phenyl-2,4-pyrimidinediamine), CC(C)(C)OC(=O)N(C1=NN(C2=CC(=CC=C12)B1OC(C(O1)(C)C)(C)C)C(=O)OC(C)(C)C)C(=O)OC(C)(C)C (1,1-dimethylethyl 3-(bis{[(1,1-dimethylethyl)oxy]carbonyl}amino)-6-(4,4,5,5-tetramethyl-1,3,2-dioxaborolan-2-yl)-1H-indazole-1-carboxylate), C(=O)([O-])[O-].[K+].[K+] (K2CO3), Cl (HCl). Reagents/catalysts: C1=CC=C(C=C1)P([C-]2C=CC=C2)C3=CC=CC=C3.C1=CC=C(C=C1)P([C-]2C=CC=C2)C3=CC=CC=C3.Cl[Pd]Cl.[Fe+2] (PdCl2(dppf)). Product: NC1=NNC2=CC(=CC=C12)C1=CC(=NC(=N1)N)N(C1=CC=CC=C1)C (6-(3-Amino-1H-indazol-6-yl)-N4-methyl-N4-phenyl-2,4-pyrimidinediamine). As a reaction SMILES: [Br:1][C@H:2]1[CH2:21][C@@:20]2([CH3:22])[C@@H:5]([CH2:6][CH2:7][C@@H:8]3[C@@H:19]2[C:18](=[O:23])[CH2:17][C@@:16]2([CH3:24])[C@H:9]3[CH2:10][CH2:11][C@@H:12]2[C:13](=[O:15])[CH3:14])[CH2:4][C@@H:3]1[OH:25].[C:26](OC(=O)C)(=[O:28])[CH3:27].O>N1C=CC=CC=1>[C:26]([O:25][C@@H:3]1[C@@H:2]([Br:1])[CH2:21][C@@:20]2([CH3:22])[C@@H:5]([CH2:6][CH2:7][C@@H:8]3[C@@H:19]2[C:18](=[O:23])[CH2:17][C@@:16]2([CH3:24])[C@H:9]3[CH2:10][CH2:11][C@@H:12]2[C:13](=[O:15])[CH3:14])[CH2:4]1)(=[O:28])[CH3:27]. Run at time 8 hour. Product: C(C)(=O)O[C@H]1C[C@@H]2CC[C@H]3[C@@H]4CC[C@H](C(C)=O)[C@]4(CC([C@@H]3[C@]2(C[C@@H]1Br)C)=O)C (3α-Acetoxy-2β-bromo-5α-pregnane-11,20-dione). Procedure: 2β-Bromo-3α-hydroxy-5α-pregnane-11,20-dione (750 mg.) in pyridine (2 ml.) was treated with acetic anhydride (1 ml.) and the mixture was allowed to stand at room temperature overnight. It was then poured into water to give a white solid (720 mg.) which was recrystallised from methanol to give the title compound (471 mg.) as white crystals, m.p. 154°-156°, [α]D + 128.5°. Solvent: N1=CC=CC=C1 (pyridine). The reactants are Br[C@@H]1[C@H](C[C@@H]2CC[C@H]3[C@@H]4CC[C@H](C(C)=O)[C@]4(CC([C@@H]3[C@]2(C1)C)=O)C)O (2β-Bromo-3α-hydroxy-5α-pregnane-11,20-dione), C(C)(=O)OC(C)=O (acetic anhydride), O (water).